This data is from the Open Reaction Database (ORD), a public repository of structured organic reaction records. The task is: describe an organic reaction: reactants, conditions, products, and yield Starting materials: CNC, Cl, N, C1COCCO1, O=C(O)c1coc(CN2C(=O)C3(COc4cc5c(cc43)CCO5)c3ccccc32)n1. Product: NC(=O)c1coc(CN2C(=O)C3(COc4cc5c(cc43)CCO5)c3ccccc32)n1. As a reaction SMILES: [CH3:3][NH:4][CH3:5].[ClH:2].[NH3:1].[O:36]1[CH2:37][CH2:38][O:39][CH2:40][CH2:41]1.[O:6]=[C:7]1[N:8]([CH2:27][c:28]2[o:29][cH:30][c:31]([C:33](=[O:34])[OH:35])[n:32]2)[c:9]2[cH:10][cH:11][cH:12][cH:13][c:14]2[C:15]12[c:16]1[c:17]([cH:20][c:21]3[c:25]([cH:26]1)[CH2:24][CH2:23][O:22]3)[O:18][CH2:19]2>>[NH2:4][C:33]([c:31]1[cH:30][o:29][c:28]([CH2:27][N:8]2[C:7](=[O:6])[C:15]3([c:14]4[c:9]2[cH:10][cH:11][cH:12][cH:13]4)[c:16]2[c:17]([cH:20][c:21]4[c:25]([cH:26]2)[CH2:24][CH2:23][O:22]4)[O:18][CH2:19]3)[n:32]1)=[O:34].